This data is from the Open Reaction Database (ORD), a public repository of structured organic reaction records. The task is: describe an organic reaction: reactants, conditions, products, and yield The reactants are ClC1=C(C=NC2=CC=NC=C12)C(=O)OCC (ethyl 4-chloro-1,6-naphthyridine-3-carboxylate), Cl.N(N)C1=CC=NC=C1 (4-hydrazinopyridine hydrochloride). Run in CO (methanol). Yields the product Cl.N1=CC=C(C=C1)NNC1=C(C=NC2=CC=NC=C12)C(=O)OCC (ethyl 4-[2-(4-pyridyl)hydrazino]-1,6-naphthyridine-3-carboxylate hydrochloride). Reaction SMILES: [Cl:1][C:2]1[C:11]2[C:6](=[CH:7][CH:8]=[N:9][CH:10]=2)[N:5]=[CH:4][C:3]=1[C:12]([O:14][CH2:15][CH3:16])=[O:13].Cl.[NH:18]([C:20]1[CH:25]=[CH:24][N:23]=[CH:22][CH:21]=1)[NH2:19]>CO>[ClH:1].[N:23]1[CH:24]=[CH:25][C:20]([NH:18][NH:19][C:2]2[C:11]3[C:6](=[CH:7][CH:8]=[N:9][CH:10]=3)[N:5]=[CH:4][C:3]=2[C:12]([O:14][CH2:15][CH3:16])=[O:13])=[CH:21][CH:22]=1 |f:1.2,4.5|. Procedure: A solution of 2.36 g of ethyl 4-chloro-1,6-naphthyridine-3-carboxylate and 1.53 g of 4-hydrazinopyridine hydrochloride in 37 ml of methanol is stirred for 19 hours at room temperature, then refluxed for 4 hours. The reaction mixture is then cooled in an ice bath, and solid is collected by filtration, washed successively with methanol and ether to yield ethyl 4-[2-(4-pyridyl)hydrazino]-1,6-naphthyridine-3-carboxylate hydrochloride. Reactants: ClCC(=O)C1=CNC2=CC=C(C=C12)OCC1=CC=CC=C1 (3-chloroacetyl-5-(benzyloxy)indole), C(=O)N.O (formamide water). The solvent is O1CCOCC1 (dioxane). Conditions: temperature 110 celsius, time 6.5 hour. The product is OCC(=O)C1=CNC2=CC=C(C=C12)OCC1=CC=CC=C1 (3-hydroxyacetyl-5-(benzyloxy)indole). Isolated yield 55.0%. RXN SMILES: Cl[CH2:2][C:3]([C:5]1[C:13]2[C:8](=[CH:9][CH:10]=[C:11]([O:14][CH2:15][C:16]3[CH:21]=[CH:20][CH:19]=[CH:18][CH:17]=3)[CH:12]=2)[NH:7][CH:6]=1)=[O:4].C(N)=[O:23].O>O1CCOCC1>[OH:23][CH2:2][C:3]([C:5]1[C:13]2[C:8](=[CH:9][CH:10]=[C:11]([O:14][CH2:15][C:16]3[CH:21]=[CH:20][CH:19]=[CH:18][CH:17]=3)[CH:12]=2)[NH:7][CH:6]=1)=[O:4] |f:1.2|. Procedure: A solution of 19 in dioxane was added to formamide-water (10:1) and the mixture was stirred at 110° C. for 6.5 hrs., then was worked up as for 12 above. Purification by column chromatography gave 20 (55%) whose structure was established by spectral data. Calcd for C17H15NO3 : 281.1052 Found: 281.1052 (HREIMS). The reactants are COC=1C=C2C(=CC=NC2=CC1OC)OC1=CC=C(N)C=C1 (4-[(6,7-Dimethoxy-4-quinolyl)oxy]aniline), ClC(Cl)(OC(OC(Cl)(Cl)Cl)=O)Cl (triphosgene), C([O-])(O)=O.[Na+] (sodium bicarbonate), CN1CCC(CC1)O (1-methyl-4-piperidinol). Run in C(C)N(CC)CC (triethylamine), C1(=CC=CC=C1)C (toluene), C(Cl)Cl (methylene chloride). The product is COC=1C=C2C(=CC=NC2=CC1OC)OC1=CC=C(C=C1)NC(OC1CCN(CC1)C)=O (1-Methyl-4-piperidyl N-{4-[(6,7-dimethoxy-4-quinolyl)oxy]phenyl}carbamate). The yield is 55.5%. RXN SMILES: [CH3:1][O:2][C:3]1[CH:4]=[C:5]2[C:10](=[CH:11][C:12]=1[O:13][CH3:14])[N:9]=[CH:8][CH:7]=[C:6]2[O:15][C:16]1[CH:22]=[CH:21][C:19]([NH2:20])=[CH:18][CH:17]=1.Cl[C:24](Cl)([O:26][C:27](=[O:33])OC(Cl)(Cl)Cl)Cl.[CH3:35][N:36]1[CH2:41][CH2:40]C(O)[CH2:38][CH2:37]1.C(=O)(O)[O-].[Na+]>C(Cl)Cl.C(N(CC)CC)C.C1(C)C=CC=CC=1>[CH3:1][O:2][C:3]1[CH:4]=[C:5]2[C:10](=[CH:11][C:12]=1[O:13][CH3:14])[N:9]=[CH:8][CH:7]=[C:6]2[O:15][C:16]1[CH:22]=[CH:21][C:19]([NH:20][C:27](=[O:33])[O:26][CH:24]2[CH2:40][CH2:41][N:36]([CH3:35])[CH2:37][CH2:38]2)=[CH:18][CH:17]=1 |f:3.4|. Procedure: 4-[(6,7-Dimethoxy-4-quinolyl)oxy]aniline (50 mg) was added to toluene (5 ml) and triethylamine (0.5 ml), and the mixture was heated under reflux to prepare a solution. A solution of triphosgene (77 mg) in methylene chloride was then added thereto, and the mixture was heated under reflux for 10 min. Next, 1-methyl-4-piperidinol (30 mg) was added thereto, and the mixture was further stirred with heating under reflux for 3 hr. A saturated aqueous sodium bicarbonate solution was added to stop the re... The reactants are C1(=CC=CC=C1)OC1=CC=CC=C1 (diphenyl ether), C(C)(=O)N1CCN(CC1)C1=NC=CC(=N1)NC=C(C(=O)[O-])C(=O)[O-] (N-[2-(4-acetyl-1-piperazinyl)-4-pyrimidinyl]-aminomethylenemalonate). Product: C(C)(=O)N1CCN(CC1)C=1N=CC2=C(N1)NC=C(C2=O)C(=O)OCC (Ethyl 2-(4-acetyl- 1-piperazinyl)-5,8-dihydro-5-oxopyrido[2,3-d]pyrimidine-6-carboxylate). Reaction SMILES: [C:1]1(OC2C=CC=CC=2)C=CC=C[CH:2]=1.[C:14]([N:17]1[CH2:22][CH2:21][N:20]([C:23]2[N:28]=[C:27]([NH:29][CH:30]=[C:31]([C:35]([O-:37])=[O:36])[C:32]([O-])=[O:33])[CH:26]=[CH:25][N:24]=2)[CH2:19][CH2:18]1)(=[O:16])[CH3:15]>CCCCCC>[C:14]([N:17]1[CH2:22][CH2:21][N:20]([C:23]2[N:24]=[CH:25][C:26]3[C:32](=[O:33])[C:31]([C:35]([O:37][CH2:1][CH3:2])=[O:36])=[CH:30][NH:29][C:27]=3[N:28]=2)[CH2:19][CH2:18]1)(=[O:16])[CH3:15]. Conditions: time 10 minute. Procedure details: To 16 ml of diphenyl ether heated at 250° - 255°C was added with stirring 2.0 g of diethyl, N-[2-(4-acetyl-1-piperazinyl)-4-pyrimidinyl]-aminomethylenemalonate, gentle refluxing was continuted for 10 minutes, and then the mixture allowed to cool to room temperature. To the mixture was added 12 ml of n-hexane and the resulting precipitate was collected, washed with ethanol, and recrystallized from ethanol to yield 1.52 g of the product, m.p. 300° - 302°C with decomposition. Solvent: CCCCCC (n-hexane). The reactants are C1(CO1)C, c1(nc2c(cc[nH]2)c2n1nc(n2)c1occc1)N. The reagents and catalysts are c1ccc(cc1)-c2c3ccccc3cc4ccccc24 (9-Phenylanthracene), C[Si](C)(C)[O-].[K+] (KOSiMe3). Solvent: CN(C)C=O  (DMF). Conditions: temperature 25 celsius, time 72 hour. Yields the product CC(O)Cn1ccc2c1nc(N)n3nc(nc23)c4occc4. Reaction SMILES: [NH2:1][c:2]1[n:13]([c:9]2[c:8]([c:4]3[n:3]1)[cH:7][cH:6][nH:5]3)[n:12][c:11]([c:14]4[cH:18][cH:17][cH:16][o:15]4)[n:10]2.[CH3:19][CH:20]1[O:22][CH2:21]1>>[CH3:19][CH:20]([CH2:21][n:5]1[c:4]2[c:8]([c:9]([n:13]3[c:2]([NH2:1])[n:3]2)[n:10][c:11]([c:14]4[cH:18][cH:17][cH:16][o:15]4)[n:12]3)[cH:7][cH:6]1)[OH:22]. Yields the product COC(=O)c1cc(C#N)ccc1CN(C1CCCc2cccnc21)S(=O)(=O)c1ccccc1[N+](=O)[O-]. As a reaction SMILES: [CH3:24][O:25][C:26]([c:27]1[c:28]([CH2:35][Br:36])[cH:29][cH:30][c:31]([C:33]#[N:34])[cH:32]1)=[O:37].[CH3:46][C:47]#[N:48].[K+:38].[K+:39].[N+:1](=[O:2])([O-:3])[c:4]1[c:5]([S:10](=[O:11])(=[O:12])[NH:13][CH:14]2[CH2:15][CH2:16][CH2:17][c:18]3[cH:19][cH:20][cH:21][n:22][c:23]32)[cH:6][cH:7][cH:8][cH:9]1.[N:44]#[N:45].[O-:40][C:41]([O-:42])=[O:43]>>[N+:1](=[O:2])([O-:3])[c:4]1[c:5]([S:10](=[O:11])(=[O:12])[N:13]([CH:14]2[CH2:15][CH2:16][CH2:17][c:18]3[cH:19][cH:20][cH:21][n:22][c:23]32)[CH2:35][c:28]2[c:27]([C:26]([O:25][CH3:24])=[O:37])[cH:32][c:31]([C:33]#[N:34])[cH:30][cH:29]2)[cH:6][cH:7][cH:8][cH:9]1. Reactants: COC(=O)c1cc(C#N)ccc1CBr, CC#N, [K+], [K+], O=[N+]([O-])c1ccccc1S(=O)(=O)NC1CCCc2cccnc21, N#N, O=C([O-])[O-].